This data is from the Open Reaction Database (ORD), a public repository of structured organic reaction records. The task is: describe an organic reaction: reactants, conditions, products, and yield Reactants: Cn1ccc2cc(OCc3ccccc3)ccc21, COS(=O)(=O)OC, CCO, [K+], [Na+], [Na+], O=S(=O)([O-])[O-], [OH-]. Product: Cn1ccc2cc(O)ccc21. Reaction SMILES: [CH2:1]([c:2]1[cH:3][cH:4][cH:5][cH:6][cH:7]1)[O:8][c:9]1[cH:10][c:11]2[cH:12][cH:13][n:14]([CH3:18])[c:15]2[cH:16][cH:17]1.[CH3:28][O:29][S:30]([O:31][CH3:32])(=[O:33])=[O:34].[CH3:35][CH2:36][OH:37].[K+:20].[Na+:21].[Na+:22].[O-:23][S:24](=[O:25])(=[O:26])[O-:27].[OH-:19]>>[OH:8][c:9]1[cH:10][c:11]2[cH:12][cH:13][n:14]([CH3:18])[c:15]2[cH:16][cH:17]1. Reactants: CC(=O)O, O=C(OO)c1cccc(Cl)c1, CCOc1cc(-c2ccc(N)nn2)ccc1OC(F)F, O. Yields the product CCOc1cc(-c2ccc(N)[n+]([O-])n2)ccc1OC(F)F. Reaction SMILES: [CH3:33][C:34](=[O:35])[OH:36].[Cl:21][c:22]1[cH:23][c:24]([C:29](=[O:26])[O:30][OH:31])[cH:25][cH:27][cH:28]1.[NH2:1][c:2]1[n:3][n:4][c:5](-[c:8]2[cH:9][c:10]([O:18][CH2:19][CH3:20])[c:11]([O:14][CH:15]([F:16])[F:17])[cH:12][cH:13]2)[cH:6][cH:7]1.[OH2:32]>>[NH2:1][c:2]1[n+:3]([O-:26])[n:4][c:5](-[c:8]2[cH:9][c:10]([O:18][CH2:19][CH3:20])[c:11]([O:14][CH:15]([F:16])[F:17])[cH:12][cH:13]2)[cH:6][cH:7]1. The reactants are ClC=1C=C(C=CC1O)C(C1=CC=C(C=C1)/C=C/C(=O)OCC)=C1CC(CC(C1)(C)C)(C)C (Ethyl (2E)-3-{4-[(3-chloro-4-hydroxyphenyl)(3,3,5,5-tetramethylcyclohexylidene)methyl]phenyl}-2-propenoate), Cl (HCl), [OH-].[Na+] (NaOH). Solvent: CCO (EtOH), C1CCOC1 (THF). Conditions: temperature 60 celsius, time 2 hour. Product: ClC=1C=C(C=CC1O)C(C1=CC=C(C=C1)/C=C/C(=O)O)=C1CC(CC(C1)(C)C)(C)C ((2E)-3-{4-[(3-Chloro-4-hydroxyphenyl)(3,3,5,5-tetramethylcyclohexylidene)methyl]phenyl}-2-propenoic acid), foam. Yield: 99.0%. As a reaction SMILES: [Cl:1][C:2]1[CH:3]=[C:4]([C:9](=[C:23]2[CH2:28][C:27]([CH3:30])([CH3:29])[CH2:26][C:25]([CH3:32])([CH3:31])[CH2:24]2)[C:10]2[CH:15]=[CH:14][C:13](/[CH:16]=[CH:17]/[C:18]([O:20]CC)=[O:19])=[CH:12][CH:11]=2)[CH:5]=[CH:6][C:7]=1[OH:8].[OH-].[Na+].Cl>CCO.C1COCC1>[Cl:1][C:2]1[CH:3]=[C:4]([C:9](=[C:23]2[CH2:24][C:25]([CH3:32])([CH3:31])[CH2:26][C:27]([CH3:30])([CH3:29])[CH2:28]2)[C:10]2[CH:15]=[CH:14][C:13](/[CH:16]=[CH:17]/[C:18]([OH:20])=[O:19])=[CH:12][CH:11]=2)[CH:5]=[CH:6][C:7]=1[OH:8] |f:1.2|. Reported procedure: To a solution of ethyl (2E)-3-{4-[(3-chloro-4-hydroxyphenyl)(3,3,5,5-tetramethylcyclohexylidene)methyl]phenyl}-2-propenoate (128) (0.26 g, 0.57 mmol) in a mixture of EtOH (6 mL) and THF (6 mL) was added an aqueous solution of 1 N NaOH (7 mL). The mixture was stirred at 60° C. for 2 h. Upon cooling, the mixture was acidified to pH=2 with an aqueous solution of 2 N HCl. The mixture was extracted with EtOAc (2×50 mL). The combined organic extract was washed with brine and dried over Na2SO4. Upon co... Reactants: C(C)(C)(C)OC(=O)N(C(OC(C)(C)C)=O)C=1C2=C(N=CN1)C=CC(=N2)Cl (tert-butyl N-tert-butoxycarbonyl-N-(6-chloropyrido[3,2-d]pyrimidin-4-yl)carbamate), CC1=C(C=CC=C1)O (2-methylphenol), C([O-])([O-])=O.[K+].[K+] (potassium carbonate). The reagents and catalysts are CN(C1=CC=NC=C1)C (4-dimethylaminopyridine). Run in CC(=O)N(C)C (dimethylacetamide). Run at temperature 80 celsius, time 2 hour. Product: C1(=C(C=CC=C1)OC=1C=CC=2N=CN=C(C2N1)N)C (6-(o-tolyloxy)pyrido[3,2-d]pyrimidin-4-amine). The yield is 53.5%. As a reaction SMILES: C(OC([N:8]([C:16]1[C:17]2[N:25]=[C:24](Cl)[CH:23]=[CH:22][C:18]=2[N:19]=[CH:20][N:21]=1)C(=O)OC(C)(C)C)=O)(C)(C)C.[CH3:27][C:28]1[CH:33]=[CH:32][CH:31]=[CH:30][C:29]=1[OH:34].C(=O)([O-])[O-].[K+].[K+]>CN(C)C1C=CN=CC=1.CC(N(C)C)=O>[C:28]1([CH3:27])[CH:33]=[CH:32][CH:31]=[CH:30][C:29]=1[O:34][C:24]1[CH:23]=[CH:22][C:18]2[N:19]=[CH:20][N:21]=[C:16]([NH2:8])[C:17]=2[N:25]=1 |f:2.3.4|. Procedure: To an 8 mL screw-cap vial was added tert-butyl N-tert-butoxycarbonyl-N-(6-chloropyrido[3,2-d]pyrimidin-4-yl)carbamate 50-A (0.20 mmol, 76 mg) followed by 2-methylphenol (2 equiv., 0.40 mmol, 43 mg), potassium carbonate (2 equiv., 0.40 mmol, 55 mg) and dimethylacetamide (0.4 mL), and 4-dimethylaminopyridine, 0.05 equiv., 0.01 mmol, 1 mg). The reactions were capped and shaken at 80° C. for 2 h. The reaction was filtered, and concentrated via GeneVac. Crude was then taken up in dichloromethane (0.2... The reactants are O=C1NC(=O)c2ccccc21, CN(C)C=O, COc1ccc(-c2c(Cl)c(CCl)nc3sc4c(c23)CCSC4)cc1, [K], O. Yields the product COc1ccc(-c2c(Cl)c(CN3C(=O)c4ccccc4C3=O)nc3sc4c(c23)CCSC4)cc1. RXN SMILES: [C:2]1(=[O:12])[c:3]2[c:4]([cH:8][cH:9][cH:10][cH:11]2)[C:5](=[O:7])[NH:6]1.[CH3:13][N:14]([CH3:15])[CH:16]=[O:17].[Cl:18][c:19]1[c:20](-[c:34]2[cH:35][cH:36][c:37]([O:40][CH3:41])[cH:38][cH:39]2)[c:21]2[c:22]([n:23][c:24]1[CH2:25][Cl:26])[s:27][c:28]1[c:29]2[CH2:30][CH2:31][S:32][CH2:33]1.[K:1].[OH2:42]>>[C:2]1(=[O:12])[c:3]2[c:4]([cH:8][cH:9][cH:10][cH:11]2)[C:5](=[O:7])[N:6]1[CH2:25][c:24]1[c:19]([Cl:18])[c:20](-[c:34]2[cH:35][cH:36][c:37]([O:40][CH3:41])[cH:38][cH:39]2)[c:21]2[c:22]([n:23]1)[s:27][c:28]1[c:29]2[CH2:30][CH2:31][S:32][CH2:33]1. Reactants: CCCC(C)O, CC(C)O, COCCOCCOc1cc2nncc(Cl)c2cc1OC, Cl, Cc1cc(F)c(N)cc1O. The product is Cl, COCCOCCOc1cc2nncc(Nc3cc(O)c(C)cc3F)c2cc1OC. Reaction SMILES: [CH3:33][CH:34]([OH:35])[CH2:36][CH2:37][CH3:38].[CH:39]([OH:40])([CH3:41])[CH3:42].[Cl:1][c:2]1[cH:3][n:4][n:5][c:6]2[cH:7][c:8]([O:14][CH2:15][CH2:16][O:17][CH2:18][CH2:19][O:20][CH3:21])[c:9]([O:12][CH3:13])[cH:10][c:11]12.[ClH:32].[F:22][c:23]1[c:24]([NH2:25])[cH:26][c:27]([OH:31])[c:28]([CH3:30])[cH:29]1>>[ClH:1].[c:2]1([NH:25][c:24]2[c:23]([F:22])[cH:29][c:28]([CH3:30])[c:27]([OH:31])[cH:26]2)[cH:3][n:4][n:5][c:6]2[cH:7][c:8]([O:14][CH2:15][CH2:16][O:17][CH2:18][CH2:19][O:20][CH3:21])[c:9]([O:12][CH3:13])[cH:10][c:11]12. The reactants are CCOC(=O)C(C)(C)Oc1ccc(OCc2cnc(-c3ccc(C(F)(F)F)nc3)nc2CCOC)cc1C, C1CCOC1, CO, [Li+], [OH-]. Yields the product COCCc1nc(-c2ccc(C(F)(F)F)nc2)ncc1COc1ccc(OC(C)(C)C(=O)O)c(C)c1. Reaction SMILES: [CH2:1]([CH3:2])[O:3][C:4]([C:5]([CH3:6])([CH3:7])[O:8][c:9]1[c:10]([CH3:37])[cH:11][c:12]([O:15][CH2:16][c:17]2[c:18]([CH2:33][CH2:34][O:35][CH3:36])[n:19][c:20](-[c:23]3[cH:24][n:25][c:26]([C:29]([F:30])([F:31])[F:32])[cH:27][cH:28]3)[n:21][cH:22]2)[cH:13][cH:14]1)=[O:38].[CH2:41]1[O:42][CH2:43][CH2:44][CH2:45]1.[CH3:46][OH:47].[Li+:40].[OH-:39]>>[O:3]=[C:4]([C:5]([CH3:6])([CH3:7])[O:8][c:9]1[c:10]([CH3:37])[cH:11][c:12]([O:15][CH2:16][c:17]2[c:18]([CH2:33][CH2:34][O:35][CH3:36])[n:19][c:20](-[c:23]3[cH:24][n:25][c:26]([C:29]([F:30])([F:31])[F:32])[cH:27][cH:28]3)[n:21][cH:22]2)[cH:13][cH:14]1)[OH:38].